From a dataset of the Open Reaction Database (ORD), a public repository of structured organic reaction records. describe an organic reaction: reactants, conditions, products, and yield Procedure: The title compound was prepared from 10f (5.2 mg, 0.008 mmol) following general procedure A. Flash chromatography (SiO2, 0.5×6 cm, 0-2% AcOH-EtOAc) afforded the title compound (3 mg, 99%) as a white solid: NMR (acetone-d6+0.1% TFA, 500 MHz) δ 8.58 (dd, 1H, J=1.0, 7.7 Hz), 8.44 (dd, 1H, J=1.1, 7.8 Hz), 8.38 (t, 1H, J=7.7 Hz), 7.25 (t, 2H, J=7.5 Hz), 7.20 (d, 2H, J=6.9 Hz), 7.14 (t, 1H, J=7.2 Hz), 3.18 (t, 2H, J=7.3 Hz), 2.63 (t, 2H, J=7.7 Hz), 1.78 (m, 2H), 1.65 (m, 2H), 1.44 (m, 4H); 13C NMR (ac... The yield is 98.8%. Reaction SMILES: [C:1]1([CH2:7][CH2:8][CH2:9][CH2:10][CH2:11][CH2:12][C:13]([C:15]2[N:19]=[C:18]([C:20]3[N:25]=[C:24]([C:26]([O:28]C)=[O:27])[CH:23]=[CH:22][CH:21]=3)[O:17][N:16]=2)=[O:14])[CH:6]=[CH:5][CH:4]=[CH:3][CH:2]=1>CC(O)=O.CCOC(C)=O>[C:1]1([CH2:7][CH2:8][CH2:9][CH2:10][CH2:11][CH2:12][C:13]([C:15]2[N:19]=[C:18]([C:20]3[N:25]=[C:24]([C:26]([OH:28])=[O:27])[CH:23]=[CH:22][CH:21]=3)[O:17][N:16]=2)=[O:14])[CH:6]=[CH:5][CH:4]=[CH:3][CH:2]=1 |f:1.2|. Product: C1(=CC=CC=C1)CCCCCCC(=O)C1=NOC(=N1)C1=CC=CC(=N1)C(=O)O (6-(3-(7-Phenylheptanoyl)-1,2,4-oxadiazol-5-yl)-picolinic Acid). The reactants are C1(=CC=CC=C1)CCCCCCC(=O)C1=NOC(=N1)C1=CC=CC(=N1)C(=O)OC (Methyl 6-(3-(7-Phenylheptanoyl)-1,2,4-oxadiazol-5-yl)-picolinate). Solvent: CC(=O)O.CCOC(=O)C (AcOH EtOAc). The reactants are BrC=1C=C(OC2=NC=C(C=C2)C(F)(F)F)C=C(C1)C (2-(3-Bromo-5-methylphenoxy)-5-(trifluoromethyl)pyridine), C(C)(C)OB(OC(C)C)OC(C)C (triisopropylborate), C1CCOC1 (THF), [Li]CCCC (n-BuLi). Solvent: C1(=CC=CC=C1)C (toluene). Reaction conditions: temperature -40 celsius, time 1 hour. Product: CC=1C=C(C=C(C1)OC1=NC=C(C=C1)C(F)(F)F)B(O)O (3-Methyl-5-(5-(trifluoromethyl)pyridin-2-yloxy)phenylboronic acid). Isolated yield 121.2%. RXN SMILES: Br[C:2]1[CH:3]=[C:4]([CH:16]=[C:17]([CH3:19])[CH:18]=1)[O:5][C:6]1[CH:11]=[CH:10][C:9]([C:12]([F:15])([F:14])[F:13])=[CH:8][N:7]=1.C([O:23][B:24](OC(C)C)[O:25]C(C)C)(C)C.C1COCC1.[Li]CCCC>C1(C)C=CC=CC=1>[CH3:19][C:17]1[CH:18]=[C:2]([B:24]([OH:25])[OH:23])[CH:3]=[C:4]([O:5][C:6]2[CH:11]=[CH:10][C:9]([C:12]([F:15])([F:14])[F:13])=[CH:8][N:7]=2)[CH:16]=1. Procedure details: 2-(3-Bromo-5-methylphenoxy)-5-(trifluoromethyl)pyridine (2 g, 0.006 mol) and triisopropylborate (1.66 mL, 0.0072 mol) were dissolved in toluene (40 mL) and THF (20 mL) and cooled to −78° C. n-BuLi (5.38 mL, 0.006 mol) was added while maintaining the reaction at −70° C. The reaction was stirred for 1 h at −40° C. Gradually the temperature was increased to −20-0° C. and the reaction was quenched with 2NHCl. The reaction mixture was warmed to RT, concentrated and extracted with EtOAc. The organic e...